This data is from the Open Reaction Database (ORD), a public repository of structured organic reaction records. The task is: describe an organic reaction: reactants, conditions, products, and yield Starting materials: O=C([O-])[O-], COC(=O)c1cc2cc(O)ccc2o1, Clc1nc2ncccc2s1, [Cs+], [Cs+], CN(C)C=O, O. The product is COC(=O)c1cc2cc(Oc3nc4ncccc4s3)ccc2o1. Reaction SMILES: [C:15](=[O:16])([O-:17])[O-:18].[CH3:1][O:2][C:3](=[O:4])[c:5]1[o:6][c:7]2[c:8]([cH:9]1)[cH:10][c:11]([OH:14])[cH:12][cH:13]2.[Cl:21][c:22]1[s:23][c:24]2[c:25]([n:26][cH:27][cH:28][cH:29]2)[n:30]1.[Cs+:19].[Cs+:20].[O:32]=[CH:33][N:34]([CH3:35])[CH3:36].[OH2:31]>>[CH3:1][O:2][C:3](=[O:4])[c:5]1[o:6][c:7]2[c:8]([cH:9]1)[cH:10][c:11]([O:14][c:22]1[s:23][c:24]3[c:25]([n:26][cH:27][cH:28][cH:29]3)[n:30]1)[cH:12][cH:13]2. Solvent: CO (MeOH). Reported procedure: To a 25 ml microwave synthesizer vial containing 4-bromobenzene-1,2-diamine (2.30 g, 12.3 mmol) in 15 ml of MeOH was added dimethyl 2-oxopentanedioate (2.14 g, 12.3 mmol). The mixture was heated in the microwave synthesizer at 140° C. for 12 min. Red precipitate formed, which was filtered, and washed successively with 10 ml of MeOH (1×), 10 ml of DCM (1×), and 15 ml of hexanes (2×) to give methyl 3-(7-bromo-3-oxo-3,4-dihydroquinoxalin-2-yl)propanoate as a light purple solid after drying. M+H+: 3... Reactants: BrC=1C=C(C(=CC1)N)N (4-bromobenzene-1,2-diamine), O=C(C(=O)OC)CCC(=O)OC (dimethyl 2-oxopentanedioate). Run at temperature 140 celsius. Yields the product BrC1=CC=C2NC(C(=NC2=C1)CCC(=O)OC)=O (methyl 3-(7-bromo-3-oxo-3,4-dihydroquinoxalin-2-yl)propanoate). RXN SMILES: [Br:1][C:2]1[CH:3]=[C:4]([NH2:9])[C:5]([NH2:8])=[CH:6][CH:7]=1.O=[C:11]([CH2:16][CH2:17][C:18](OC)=[O:19])[C:12]([O:14][CH3:15])=[O:13]>CO>[Br:1][C:2]1[CH:3]=[C:4]2[C:5]([NH:8][C:18](=[O:19])[C:17]([CH2:16][CH2:11][C:12]([O:14][CH3:15])=[O:13])=[N:9]2)=[CH:6][CH:7]=1. Starting materials: [Br-], Cc1cc(Nc2nccc(C(F)(F)F)n2)cc(-c2cnc(Br)s2)c1, C1CCOC1, COC(=O)C(C)C[Zn+], COc1cccc(OC)c1-c1ccccc1P(C1CCCCC1)C1CCCCC1, [Cl-], [NH4+], CC(=O)[O-], CC(=O)[O-], O, [Pd+2]. Yields the product COC(=O)C(C)Cc1ncc(-c2cc(C)cc(Nc3nccc(C(F)(F)F)n3)c2)s1. RXN SMILES: [Br-:59].[Br:1][c:2]1[s:3][c:4](-[c:7]2[cH:8][c:9]([NH:14][c:15]3[n:16][cH:17][cH:18][c:19]([C:21]([F:22])([F:23])[F:24])[n:20]3)[cH:10][c:11]([CH3:13])[cH:12]2)[cH:5][n:6]1.[CH2:54]1[O:55][CH2:56][CH2:57][CH2:58]1.[CH3:60][O:61][C:62]([CH:63]([CH2:64][Zn+:65])[CH3:66])=[O:67].[CH:25]1([P:26]([CH:27]2[CH2:28][CH2:29][CH2:30][CH2:31][CH2:32]2)[c:33]2[cH:34][cH:35][cH:36][cH:37][c:38]2-[c:39]2[c:40]([O:41][CH3:42])[cH:43][cH:44][cH:45][c:46]2[O:47][CH3:48])[CH2:49][CH2:50][CH2:51][CH2:52][CH2:53]1.[Cl-:68].[NH4+:69].[O-:72][C:73]([CH3:74])=[O:75].[O-:76][C:77]([CH3:78])=[O:79].[OH2:70].[Pd+2:71]>>[c:2]1([CH2:64][CH:63]([C:62]([O:61][CH3:60])=[O:67])[CH3:66])[s:3][c:4](-[c:7]2[cH:8][c:9]([NH:14][c:15]3[n:16][cH:17][cH:18][c:19]([C:21]([F:22])([F:23])[F:24])[n:20]3)[cH:10][c:11]([CH3:13])[cH:12]2)[cH:5][n:6]1. Reactants: CN(C)C=O, CS(=O)(=O)c1ccc(-c2cn[nH]c(=O)c2-c2ccc(F)cc2)cc1, Fc1ccc(CBr)cc1, [I-], [K+], [K+], [Na+], O=C([O-])[O-]. Product: CS(=O)(=O)c1ccc(-c2cnn(Cc3ccc(F)cc3)c(=O)c2-c2ccc(F)cc2)cc1. Reaction SMILES: [CH3:42][N:43]([CH3:44])[CH:45]=[O:46].[F:1][c:2]1[cH:3][cH:4][c:5](-[c:8]2[c:9](=[O:24])[nH:10][n:11][cH:12][c:13]2-[c:14]2[cH:15][cH:16][c:17]([S:20](=[O:21])(=[O:22])[CH3:23])[cH:18][cH:19]2)[cH:6][cH:7]1.[F:31][c:32]1[cH:33][cH:34][c:35]([CH2:36][Br:37])[cH:38][cH:39]1.[I-:40].[K+:25].[K+:26].[Na+:41].[O-:27][C:28]([O-:29])=[O:30]>>[F:1][c:2]1[cH:3][cH:4][c:5](-[c:8]2[c:9](=[O:24])[n:10]([CH2:36][c:35]3[cH:34][cH:33][c:32]([F:31])[cH:39][cH:38]3)[n:11][cH:12][c:13]2-[c:14]2[cH:15][cH:16][c:17]([S:20](=[O:21])(=[O:22])[CH3:23])[cH:18][cH:19]2)[cH:6][cH:7]1. The reactants are CNC, CCO, O=c1[nH]cnc2cnc(Cl)cc12. Yields the product CN(C)c1cc2c(=O)[nH]cnc2cn1. RXN SMILES: [CH3:13][NH:14][CH3:15].[CH3:16][CH2:17][OH:18].[Cl:1][c:2]1[cH:3][c:4]2[c:5]([n:6][cH:7][nH:8][c:9]2=[O:10])[cH:11][n:12]1>>[c:2]1([N:14]([CH3:13])[CH3:15])[cH:3][c:4]2[c:5]([n:6][cH:7][nH:8][c:9]2=[O:10])[cH:11][n:12]1. The reactants are O=C(NCCc1ccc(Br)cc1[N+](=O)[O-])C(F)(F)F, CO, [Na+], [OH-]. The product is NCCc1ccc(Br)cc1[N+](=O)[O-]. Reaction SMILES: [Br:1][c:2]1[cH:3][c:4]([N+:17](=[O:18])[O-:19])[c:5]([CH2:8][CH2:9][NH:10][C:11](=[O:12])[C:13]([F:14])([F:15])[F:16])[cH:6][cH:7]1.[CH3:22][OH:23].[Na+:21].[OH-:20]>>[Br:1][c:2]1[cH:3][c:4]([N+:17](=[O:18])[O-:19])[c:5]([CH2:8][CH2:9][NH2:10])[cH:6][cH:7]1.